Dataset: the Open Reaction Database (ORD), a public repository of structured organic reaction records. Task: describe an organic reaction: reactants, conditions, products, and yield Starting materials: ClC1=C(C(=O)NN)C(=CC=C1)C (2-Chloro-6-methylbenzohydrazide), CC1=C(C=C(C(=S)O)C=C1)C#CC=1C=NC2=CC=CC=C2C1 (4-methyl-3-[(quinolin-3-yl)ethynyl]thiobenzoic acid), Cl.CN(CCCN=C=NCC)C (N-(3-dimethylaminopropyl)-N′-ethylcarbodiimide hydrochloride), ON1N=NC2=C1C=CC=C2 (1-hydroxybenzotriazole). Run in CN(C=O)C (N,N-dimethylformamide). Conditions: time 1 hour. Product: ClC1=C(C(=O)N(N)C(C2=CC(=C(C=C2)C)C#CC=2C=NC3=CC=CC=C3C2)=S)C(=CC=C1)C (2-chloro-6-methyl-N-[4-methyl-3-[2-(3-quinolyl)ethynyl]thiobenzoyl]benzohydrazide). Reaction SMILES: [CH3:1][C:2]1[CH:10]=[CH:9][C:5]([C:6](O)=[S:7])=[CH:4][C:3]=1[C:11]#[C:12][C:13]1[CH:14]=[N:15][C:16]2[C:21]([CH:22]=1)=[CH:20][CH:19]=[CH:18][CH:17]=2.Cl.CN(C)CCCN=C=NCC.ON1C2C=CC=CC=2N=N1.[Cl:45][C:46]1[CH:55]=[CH:54][CH:53]=[C:52]([CH3:56])[C:47]=1[C:48]([NH:50][NH2:51])=[O:49]>CN(C)C=O>[Cl:45][C:46]1[CH:55]=[CH:54][CH:53]=[C:52]([CH3:56])[C:47]=1[C:48]([N:50]([C:6](=[S:7])[C:5]1[CH:9]=[CH:10][C:2]([CH3:1])=[C:3]([C:11]#[C:12][C:13]2[CH:14]=[N:15][C:16]3[C:21]([CH:22]=2)=[CH:20][CH:19]=[CH:18][CH:17]=3)[CH:4]=1)[NH2:51])=[O:49] |f:1.2|. Reported procedure: A mixture of 4-methyl-3-[(quinolin-3-yl)ethynyl]thiobenzoic acid (0.15 g, 0.5 mmol), N-(3-dimethylaminopropyl)-N′-ethylcarbodiimide hydrochloride (0.15 g, 0.7 mmol) and 1-hydroxybenzotriazole (0.1 g, 0.7 mmol) in N,N-dimethylformamide (15 ml) was stirred at ambient temperature for 1 hr. 2-Chloro-6-methylbenzohydrazide (0.125 g, 0.5 mmol) was added and the mixture stirred for 12 hrs at ambient temperature. Concentration and trituration of the residue with water produced a solid which was filtered...